This data is from the Open Reaction Database (ORD), a public repository of structured organic reaction records. The task is: describe an organic reaction: reactants, conditions, products, and yield Reactants: CCCCc1nc(=O)c2cc(C#C[Si](C)(C)C)ccc2[nH]1, CO, Cl, [Na+], C1CCOC1, [OH-]. Product: C#Cc1ccc2[nH]c(CCCC)nc(=O)c2c1. Reaction SMILES: [CH2:1]([CH2:2][CH2:3][CH3:4])[c:5]1[nH:6][c:7]2[cH:8][cH:9][c:10]([C:16]#[C:17][Si:18]([CH3:19])([CH3:20])[CH3:21])[cH:11][c:12]2[c:13](=[O:15])[n:14]1.[CH3:24][OH:25].[ClH:31].[Na+:23].[O:26]1[CH2:27][CH2:28][CH2:29][CH2:30]1.[OH-:22]>>[CH2:1]([CH2:2][CH2:3][CH3:4])[c:5]1[nH:6][c:7]2[cH:8][cH:9][c:10]([C:16]#[CH:17])[cH:11][c:12]2[c:13](=[O:15])[n:14]1. Starting materials: CC(C)(C)[O-], Cc1cc(C)c(O)c(C)c1, CO, [Cl-], Cc1cc(Cl)c(C)c(Cl)n1, [Cu]I, [K+], [NH4+], c1ccncc1. Yields the product Cc1cc(C)c(Oc2nc(C)cc(Cl)c2C)c(C)c1. RXN SMILES: [CH3:11][C:12]([CH3:13])([O-:14])[CH3:15].[CH3:1][c:2]1[c:3]([OH:10])[c:4]([CH3:9])[cH:5][c:6]([CH3:8])[cH:7]1.[CH3:31][OH:32].[Cl-:27].[Cl:17][c:18]1[n:19][c:20]([CH3:26])[cH:21][c:22]([Cl:25])[c:23]1[CH3:24].[Cu:29][I:30].[K+:16].[NH4+:28].[cH:33]1[cH:34][cH:35][n:36][cH:37][cH:38]1>>[CH3:1][c:2]1[c:3]([O:10][c:18]2[n:19][c:20]([CH3:26])[cH:21][c:22]([Cl:25])[c:23]2[CH3:24])[c:4]([CH3:9])[cH:5][c:6]([CH3:8])[cH:7]1. The reactants are ClC1=CC(=C(C=C1)C=1C=2N(C=CC1)N=C(N2)NC=2C=C1CCNCC1=CC2)OC ([8-(4-chloro-2-methoxy-phenyl)-[1,2,4]-triazolo[1,5-a]pyridin-2-yl]-(1,2,3,4-tetrahydro-isoquinolin-6-yl)-amine), ClCC(=O)N(C)C (2-chloro-N,N-dimethyl-acetamide). The product is ClC1=CC(=C(C=C1)C=1C=2N(C=CC1)N=C(N2)NC=2C=C1CCN(CC1=CC2)CC(=O)N(C)C)OC (2-{6-[8-(4-Chloro-2-methoxy-phenyl)-[1,2,4]-triazolo[1,5-a]pyridin-2-ylamino]-3,4-dihydro-1H-isoquinolin-2-yl}-N,N-dimethyl-acetamide), product. Isolated yield 16.0%. RXN SMILES: [Cl:1][C:2]1[CH:7]=[CH:6][C:5]([C:8]2[C:9]3[N:10]([N:14]=[C:15]([NH:17][C:18]4[CH:19]=[C:20]5[C:25](=[CH:26][CH:27]=4)[CH2:24][NH:23][CH2:22][CH2:21]5)[N:16]=3)[CH:11]=[CH:12][CH:13]=2)=[C:4]([O:28][CH3:29])[CH:3]=1.Cl[CH2:31][C:32]([N:34]([CH3:36])[CH3:35])=[O:33]>>[Cl:1][C:2]1[CH:7]=[CH:6][C:5]([C:8]2[C:9]3[N:10]([N:14]=[C:15]([NH:17][C:18]4[CH:19]=[C:20]5[C:25](=[CH:26][CH:27]=4)[CH2:24][N:23]([CH2:31][C:32]([N:34]([CH3:36])[CH3:35])=[O:33])[CH2:22][CH2:21]5)[N:16]=3)[CH:11]=[CH:12][CH:13]=2)=[C:4]([O:28][CH3:29])[CH:3]=1. Procedure: 2-{6-[8-(4-Chloro-2-methoxy-phenyl)-[1,2,4]-triazolo[1,5-a]pyridin-2-ylamino]-3,4-dihydro-1H-isoquinolin-2-yl}-N,N-dimethyl-acetamide was prepared from [8-(4-chloro-2-methoxy-phenyl)-[1,2,4]-triazolo[1,5-a]pyridin-2-yl]-(1,2,3,4-tetrahydro-isoquinolin-6-yl)-amine (0.077 g, 0.190 mmol) and 2-chloro-N,N-dimethyl-acetamide (0.029 mL, 0.284 mmol) in a manner analogous to Example 313 to give product (0.015 g, 16%). MP=103-106° C. 1H NMR (400 MHz, (D3C)2SO, δ, ppm): 9.53 (s, 1H), 8.78 (d, 1H), 7.58 (m... The reactants are NC1C(N(C2=C(C(=N1)C1=CC=CC=C1)C=CC=C2)CC(=O)C2=C(C=CC=C2)C)=O (3-amino-1,3-dihydro-1-(2'-methylphenacyl)-5-phenyl-2H-1,4-benzodiazepin-2-one), C([C@@H](O)C1=CC=CC=C1)(=O)O ((S)(+)-mandelic acid). The reagents and catalysts are ClC1=C(C(C=O)=CC(=C1)Cl)O (3,5-dichlorosalicylaldehyde). The solvent is C(C)#N (acetonitrile). Run at time 30 minute. The product is N[C@H]1C(N(C2=C(C(=N1)C1=CC=CC=C1)C=CC=C2)CC(=O)C2=C(C=CC=C2)C)=O.C([C@@H](O)C1=CC=CC=C1)(=O)[O-] ((R)-3-amino-1,3-dihydro-1-(2'-methylphenacyl)-5-phenyl-2H-1,4-benzodiazepin-2-one·(S)-mandelate). Isolated yield 85.4%. RXN SMILES: [NH2:1][CH:2]1[N:8]=[C:7]([C:9]2[CH:14]=[CH:13][CH:12]=[CH:11][CH:10]=2)[C:6]2[CH:15]=[CH:16][CH:17]=[CH:18][C:5]=2[N:4]([CH2:19][C:20]([C:22]2[CH:27]=[CH:26][CH:25]=[CH:24][C:23]=2[CH3:28])=[O:21])[C:3]1=[O:29].[C:30]([OH:40])(=[O:39])[C@H:31]([C:33]1[CH:38]=[CH:37][CH:36]=[CH:35][CH:34]=1)[OH:32]>C(#N)C.ClC1C=C(Cl)C=C(C=O)C=1O>[NH2:1][C@@H:2]1[N:8]=[C:7]([C:9]2[CH:10]=[CH:11][CH:12]=[CH:13][CH:14]=2)[C:6]2[CH:15]=[CH:16][CH:17]=[CH:18][C:5]=2[N:4]([CH2:19][C:20]([C:22]2[CH:27]=[CH:26][CH:25]=[CH:24][C:23]=2[CH3:28])=[O:21])[C:3]1=[O:29].[C:30]([O-:40])(=[O:39])[C@H:31]([C:33]1[CH:38]=[CH:37][CH:36]=[CH:35][CH:34]=1)[OH:32] |f:4.5|. Procedure: To a solution of 2.75 g 3-amino-1,3-dihydro-1-(2'-methylphenacyl)-5-phenyl-2H-1,4-benzodiazepin-2-one in 55 ml acetonitrile, was added 0.98 g (S)(+)-mandelic acid, the mixture was stirred at room temperature for 30 minutes, 41 mg 3,5-dichlorosalicylaldehyde was then added, and stirring was further continued for 18 hours. The crystals which separated out were collected by filtration and washed with 15 ml acetonitrile, thus giving 2.94 g of (R)-3-amino-1,3-dihydro-1-(2'-methylphenacyl)-5-phenyl-2H... Reactants: BrCc1ccccc1, CC(C)(CCCN1CCCC(O)C1)S(=O)(=O)c1ccccc1. Product: CC(C)(CCCN1CCCC(OCc2ccccc2)C1)S(=O)(=O)c1ccccc1. Reaction SMILES: [Br:23][CH2:24][c:25]1[cH:26][cH:27][cH:28][cH:29][cH:30]1.[c:1]1([S:7](=[O:8])(=[O:9])[C:10]([CH2:11][CH2:12][CH2:13][N:14]2[CH2:15][CH:16]([OH:20])[CH2:17][CH2:18][CH2:19]2)([CH3:21])[CH3:22])[cH:2][cH:3][cH:4][cH:5][cH:6]1>>[c:1]1([S:7](=[O:8])(=[O:9])[C:10]([CH2:11][CH2:12][CH2:13][N:14]2[CH2:15][CH:16]([O:20][CH2:24][c:25]3[cH:26][cH:27][cH:28][cH:29][cH:30]3)[CH2:17][CH2:18][CH2:19]2)([CH3:21])[CH3:22])[cH:2][cH:3][cH:4][cH:5][cH:6]1. Reactants: BrC=1C=CC2=C(C(OCC(N2)=O)(C)C)C1 (7-bromo-5,5-dimethyl-1,5-dihydro-4,1-benzoxazepin-2(3H)-one), ClC=1C=C(C=C(C1)Cl)B(O)O (3,5-dichloro benzeneboronic acid). Yields the product CC1(C2=C(C=CC(=C2)C3=CC(=CC(=C3)Cl)Cl)NC(=O)CO1)C (7-(3,5-Dichlorophenyl)-5,5-dimethyl-1,5-dihydro-4,1-benzoxazepin-2(H)-one). RXN SMILES: Br[C:2]1[CH:3]=[CH:4][C:5]2[NH:11][C:10](=[O:12])[CH2:9][O:8][C:7]([CH3:14])([CH3:13])[C:6]=2[CH:15]=1.[Cl:16][C:17]1[CH:18]=[C:19](B(O)O)[CH:20]=[C:21]([Cl:23])[CH:22]=1>>[CH3:13][C:7]1([CH3:14])[O:8][CH2:9][C:10](=[O:12])[NH:11][C:5]2[CH:4]=[CH:3][C:2]([C:19]3[CH:18]=[C:17]([Cl:16])[CH:22]=[C:21]([Cl:23])[CH:20]=3)=[CH:15][C:6]1=2. Procedure details: Prepared from 7-bromo-5,5-dimethyl-1,5-dihydro-4,1-benzoxazepin-2(3H)-one and 3,5-dichloro benzeneboronic acid generally according to the coupling procedure described in example 1. 1H NMR (DMSO-d6): δ 10.02 (s, 1H), 7.76 (s, 2H), 7.55-7.64 (m, 3H), 7.18 (d, J=8.45 Hz, 1H), 4.26 (s, 2H), 1.62 (s 6H); MS (ESI) m/z 336/338/340 ([M+H]+); MS (ESI) m/z 334/336/338 ([M−H]−). The reactants are ClS(=O)(=O)C=1C=C(C(=O)O)C=CC1 (3-(chlorosulfonyl)benzoic acid), C(O)CN (ethanolamine). Yields the product OCCNS(=O)(=O)C=1C=C(C(=O)O)C=CC1 (3-(2-hydroxyethylsulfamoyl)benzoic acid). As a reaction SMILES: Cl[S:2]([C:5]1[CH:6]=[C:7]([CH:11]=[CH:12][CH:13]=1)[C:8]([OH:10])=[O:9])(=[O:4])=[O:3].[CH2:14]([CH2:16][NH2:17])[OH:15]>>[OH:15][CH2:14][CH2:16][NH:17][S:2]([C:5]1[CH:6]=[C:7]([CH:11]=[CH:12][CH:13]=1)[C:8]([OH:10])=[O:9])(=[O:4])=[O:3]. Reported procedure: Procedure H was performed to couple 3-(chlorosulfonyl)benzoic acid with ethanolamine to produce 3-(2-hydroxyethylsulfamoyl)benzoic acid which was purified by reverse phase HPLC. The reactants are C1CCOC1, ClCc1ccc2ccccc2n1, Cl, [Na+], Oc1ccc(COc2ccccc2)cc1, CN(C)C=O, [OH-]. Product: c1ccc(OCc2ccc(OCc3ccc4ccccc4n3)cc2)cc1. RXN SMILES: [CH2:31]1[O:32][CH2:33][CH2:34][CH2:35]1.[Cl:17][CH2:18][c:19]1[n:20][c:21]2[cH:22][cH:23][cH:24][cH:25][c:26]2[cH:27][cH:28]1.[ClH:16].[Na+:30].[O:1]([c:2]1[cH:3][cH:4][cH:5][cH:6][cH:7]1)[CH2:8][c:9]1[cH:10][cH:11][c:12]([OH:15])[cH:13][cH:14]1.[O:36]=[CH:37][N:38]([CH3:39])[CH3:40].[OH-:29]>>[O:1]([c:2]1[cH:3][cH:4][cH:5][cH:6][cH:7]1)[CH2:8][c:9]1[cH:10][cH:11][c:12]([O:15][CH2:18][c:19]2[n:20][c:21]3[cH:22][cH:23][cH:24][cH:25][c:26]3[cH:27][cH:28]2)[cH:13][cH:14]1.